Dataset: the Open Reaction Database (ORD), a public repository of structured organic reaction records. Task: describe an organic reaction: reactants, conditions, products, and yield Procedure: Under N2, the mixture of ethyl salicylate (4.99 g, 4.40 ml, 30.0 mmol), 3-Bromo-2-methyl-propene (8.10 g, 6.1 ml, 60.00 mmol) and potassium carbonate (5.53 g, 40.0 mmol) in dry 2-Butanone (120 ml) was heated to reflux for 48 h. After the reaction mixture cooled down to 25° C., the suspended inorganic salt was removed by filtration. The concentration of the resulting solution by rotary evaporation yielded pale yellowish syrup, which was then mixed with 2N NaOH (23 ml, 46 mmol) and EtOH (30 ml). A... Reactants: [OH-].[Na+] (NaOH), C(C=1C(O)=CC=CC1)(=O)OCC (ethyl salicylate), BrCC(=C)C (3-Bromo-2-methyl-propene), C([O-])([O-])=O.[K+].[K+] (potassium carbonate). Solvent: CCO (EtOH), CC(CC)=O (2-Butanone). Reaction conditions: temperature 25 celsius, time 2 hour. As a reaction SMILES: [C:1]([O:10]CC)(=[O:9])[C:2]1[C:3](=[CH:5][CH:6]=[CH:7][CH:8]=1)[OH:4].Br[CH2:14][C:15]([CH3:17])=[CH2:16].C(=O)([O-])[O-].[K+].[K+].[OH-].[Na+]>CC(=O)CC.CCO>[CH3:16][C:15](=[CH2:14])[CH2:17][O:4][C:3]1[CH:5]=[CH:6][CH:7]=[CH:8][C:2]=1[C:1]([OH:10])=[O:9] |f:2.3.4,5.6|. Isolated yield 91.2%. Product: CC(COC1=C(C(=O)O)C=CC=C1)=C (2-(2-Methyl-allyloxy)-benzoic acid). The reactants are ClC1=CC(=NC2=CC=C(C=C12)C)N1CCS(C2=C(C1)C=CC=C2)(=O)=O (4-(4-chloro-6-methylquinolin-2-yl)-2,3,4,5-tetrahydro-1,4-benzothiazepine 1,1-dioxide), C([C@H](C)N)N ((2S)-propane-1,2-diamine). Yields the product O=S1(CCN(CC2=C1C=CC=C2)C2=NC1=CC=C(C=C1C(=C2)NC[C@H](C)N)C)=O ((2S)—N˜1˜-[2-(1,1-Dioxido-2,3-dihydro-1,4-benzothiazepin-4(5H)-yl)-6-methylquinolin-4-yl]propane-1,2-diamine). RXN SMILES: Cl[C:2]1[C:11]2[C:6](=[CH:7][CH:8]=[C:9]([CH3:12])[CH:10]=2)[N:5]=[C:4]([N:13]2[CH2:19][C:18]3[CH:20]=[CH:21][CH:22]=[CH:23][C:17]=3[S:16](=[O:25])(=[O:24])[CH2:15][CH2:14]2)[CH:3]=1.[CH2:26]([NH2:30])[C@@H:27]([NH2:29])[CH3:28]>>[O:24]=[S:16]1(=[O:25])[C:17]2[CH:23]=[CH:22][CH:21]=[CH:20][C:18]=2[CH2:19][N:13]([C:4]2[CH:3]=[C:2]([NH:30][CH2:26][C@@H:27]([NH2:29])[CH3:28])[C:11]3[C:6](=[CH:7][CH:8]=[C:9]([CH3:12])[CH:10]=3)[N:5]=2)[CH2:14][CH2:15]1. Procedure details: The title compound was prepared in analogy to Example 5-1 in Scheme 5 by using 4-(4-chloro-6-methylquinolin-2-yl)-2,3,4,5-tetrahydro-1,4-benzothiazepine 1,1-dioxide (prepared in analogy to the one in Example 2-1) and (2S)-propane-1,2-diamine. MS obsd. (ESI+) [(M+H)+] 411, 1H NMR (400 MHz, CD3OD) δ ppm 7.86 (d, J=7.58 Hz, 1 H), 7.71 (d, J=7.33 Hz, 1 H), 7.67-7.60 (m, 1 H), 7.49 (t, J=7.33 Hz, 1 H), 7.42 (d, J=8.59 Hz, 1 H), 7.28-7.19 (m, 2 H), 6.07-5.83 (m, 1 H), 5.02 (brs, 2 H), 3.62 (s, 1 H), 3... Starting materials: CN(C)c1ccncc1, Cc1ccccc1, C=CC1CCC(C(=O)O)CC1, C(=NC1CCCCC1)=NC1CCCCC1, NC(N)=O, Cc1ccc(C#Cc2ccc(O)cc2)cc1. Yields the product C=CC1CCC(C(=O)Oc2ccc(C#Cc3ccc(C)cc3)cc2)CC1. As a reaction SMILES: [CH3:47][N:48]([CH3:49])[c:50]1[cH:51][cH:52][n:53][cH:54][cH:55]1.[CH3:56][c:57]1[cH:58][cH:59][cH:60][cH:61][cH:62]1.[CH:1](=[CH2:2])[CH:3]1[CH2:4][CH2:5][CH:6]([C:9](=[O:10])[OH:11])[CH2:7][CH2:8]1.[CH:28]1([N:29]=[C:30]=[N:31][CH:32]2[CH2:33][CH2:34][CH2:35][CH2:36][CH2:37]2)[CH2:38][CH2:39][CH2:40][CH2:41][CH2:42]1.[NH2:43][C:44](=[O:45])[NH2:46].[c:12]1([CH3:27])[cH:13][cH:14][c:15]([C:18]#[C:19][c:20]2[cH:21][cH:22][c:23]([OH:26])[cH:24][cH:25]2)[cH:16][cH:17]1>>[CH:1](=[CH2:2])[CH:3]1[CH2:4][CH2:5][CH:6]([C:9](=[O:10])[O:11][c:23]2[cH:22][cH:21][c:20]([C:19]#[C:18][c:15]3[cH:14][cH:13][c:12]([CH3:27])[cH:17][cH:16]3)[cH:25][cH:24]2)[CH2:7][CH2:8]1. Starting materials: ClC1=C(C(=CC=C1)Cl)C1=NOC(=C1COC1=CC(=C(C=C1)N(C)CC=1C=C(C(=O)OC)C=CC1)C)C(C)C (methyl 3-{[(4-{[3-(2,6-dichlorophenyl)-5-isopropylisoxazol-4-yl]methoxy}-2-methylphenyl)(methyl)amino]methyl}benzoate), [OH-].[Li+] (lithium hydroxide). Procedure details: A solution of methyl 3-{[(4-{[3-(2,6-dichlorophenyl)-5-isopropylisoxazol-4-yl]methoxy}-2-methylphenyl)(methyl)amino]methyl}benzoate (0.42 g, 0.76 mmol) in tetrahydrofuran (4 mL) was stirred vigorously with aqueous lithium hydroxide (2.3 ml, 0.4 M) at ambient temperature for 24 hours. The reaction was concentrated and the aqueous residue was partitioned with ethyl acetate and aqueous sodium hydrogensulfate. The organic layer was washed with brine (50 mL) and was dried over anhydrous magnesium sul... The product is ClC1=C(C(=CC=C1)Cl)C1=NOC(=C1COC1=CC(=C(C=C1)N(C)CC=1C=C(C(=O)O)C=CC1)C)C(C)C (3-{[(4-{[3-(2,6-Dichlorophenyl)-5-isopropylisoxazol-4-yl]methoxy}-2-methylphenyl)(methyl)amino]methyl}benzoic acid). Run in O1CCCC1 (tetrahydrofuran). Reaction SMILES: [Cl:1][C:2]1[CH:7]=[CH:6][CH:5]=[C:4]([Cl:8])[C:3]=1[C:9]1[C:13]([CH2:14][O:15][C:16]2[CH:21]=[CH:20][C:19]([N:22]([CH2:24][C:25]3[CH:26]=[C:27]([CH:32]=[CH:33][CH:34]=3)[C:28]([O:30]C)=[O:29])[CH3:23])=[C:18]([CH3:35])[CH:17]=2)=[C:12]([CH:36]([CH3:38])[CH3:37])[O:11][N:10]=1.[OH-].[Li+]>O1CCCC1>[Cl:8][C:4]1[CH:5]=[CH:6][CH:7]=[C:2]([Cl:1])[C:3]=1[C:9]1[C:13]([CH2:14][O:15][C:16]2[CH:21]=[CH:20][C:19]([N:22]([CH2:24][C:25]3[CH:26]=[C:27]([CH:32]=[CH:33][CH:34]=3)[C:28]([OH:30])=[O:29])[CH3:23])=[C:18]([CH3:35])[CH:17]=2)=[C:12]([CH:36]([CH3:38])[CH3:37])[O:11][N:10]=1 |f:1.2|. Starting materials: C(C)(=O)N1CCC2=CC(=CC=C12)N (1-acetyl-5-aminoindoline), [H-].[H-].[H-].[H-].[Li+].[Al+3] (LiAlH4). Solvent: C1CCOC1 (THF). Run at time 6 hour. The product is C(C)N1CCC2=CC(=CC=C12)N (1-Ethyl-5-aminoindoline). The yield is 66.6%. As a reaction SMILES: [C:1]([N:4]1[C:12]2[C:7](=[CH:8][C:9]([NH2:13])=[CH:10][CH:11]=2)[CH2:6][CH2:5]1)(=O)[CH3:2].[H-].[H-].[H-].[H-].[Li+].[Al+3]>C1COCC1>[CH2:1]([N:4]1[C:12]2[C:7](=[CH:8][C:9]([NH2:13])=[CH:10][CH:11]=2)[CH2:6][CH2:5]1)[CH3:2] |f:1.2.3.4.5.6|. Procedure: To a suspension of 1-acetyl-5-aminoindoline (130 mg, 0.74 mmol) in anhydrous THF (10 mL) was added LiAlH4 (42 mg, 1.11 mmol). The mixture was stirred at rt for 6 h, quenched with saturated NH4Cl and extracted with ethyl acetate. The organic phase was washed with brine, dried over sodium sulphate and concentrated in vacuo to give a purple residue (80 mg, 67%) that was used without further purification. 1H NMR (270 MHz, DMSO): δ 6.56 (1H, s, ArH), 6.47 (1H, d broad, J=8.1 Hz, ArH), 6.37 (1H, d, J=... The reactants are CC(C)(C)O, CC1(C)Cc2ccc(Cl)c(C#N)c2O1, [K+], [OH-], O. Product: CC1(C)Cc2ccc(Cl)c(C(N)=O)c2O1. RXN SMILES: [CH3:18][C:19]([OH:20])([CH3:21])[CH3:22].[Cl:1][c:2]1[c:3]([C:13]#[N:14])[c:4]2[c:5]([cH:11][cH:12]1)[CH2:6][C:7]([CH3:9])([CH3:10])[O:8]2.[K+:16].[OH-:15].[OH2:17]>>[Cl:1][c:2]1[c:3]([C:13]([NH2:14])=[O:15])[c:4]2[c:5]([cH:11][cH:12]1)[CH2:6][C:7]([CH3:9])([CH3:10])[O:8]2. Starting materials: O=C(n1ccnc1)n1ccnc1, C1CCC2=NCCCN2CC1, C1CCOC1, NS(=O)(=O)C1CC1, Cl, O=C(O)c1cccc(COc2ccc(-c3cc(F)c(F)cc3F)cc2)c1, O. Product: O=C(NS(=O)(=O)C1CC1)c1cccc(COc2ccc(-c3cc(F)c(F)cc3F)cc2)c1. Reaction SMILES: [C:27]([n:28]1[cH:29][cH:30][n:31][cH:32]1)([n:33]1[cH:34][cH:35][n:36][cH:37]1)=[O:38].[CH2:46]1[CH2:47][CH2:48][C:49]2=[N:54][CH2:53][CH2:52][CH2:51][N:50]2[CH2:55][CH2:56]1.[CH2:58]1[O:59][CH2:60][CH2:61][CH2:62]1.[CH:39]1([S:42](=[O:43])(=[O:44])[NH2:45])[CH2:40][CH2:41]1.[ClH:57].[F:1][c:2]1[c:3](-[c:10]2[cH:11][cH:12][c:13]([O:16][CH2:17][c:18]3[cH:19][c:20]([C:21](=[O:22])[OH:23])[cH:24][cH:25][cH:26]3)[cH:14][cH:15]2)[cH:4][c:5]([F:9])[c:6]([F:8])[cH:7]1.[OH2:63]>>[F:1][c:2]1[c:3](-[c:10]2[cH:11][cH:12][c:13]([O:16][CH2:17][c:18]3[cH:19][c:20]([C:21](=[O:23])[NH:45][S:42]([CH:39]4[CH2:40][CH2:41]4)(=[O:43])=[O:44])[cH:24][cH:25][cH:26]3)[cH:14][cH:15]2)[cH:4][c:5]([F:9])[c:6]([F:8])[cH:7]1. Starting materials: CC(=O)OCC1OC(Br)C(OC(C)=O)C(OC(C)=O)C1OC(C)=O, CCCC[N+](CCCC)(CCCC)CCCC, CC#N, [K+], N#C[S-], O=S(=O)([O-])O. The product is CC(=O)OCC1OC(N=C=S)C(OC(C)=O)C(OC(C)=O)C1OC(C)=O. Reaction SMILES: [C:5]([CH3:6])(=[O:7])[O:8][CH:9]1[CH:10]([Br:28])[O:11][CH:12]([CH2:23][O:24][C:25]([CH3:26])=[O:27])[CH:13]([O:19][C:20]([CH3:21])=[O:22])[CH:14]1[O:15][C:16]([CH3:17])=[O:18].[CH2:34]([N+:35]([CH2:36][CH2:37][CH2:38][CH3:39])([CH2:40][CH2:41][CH2:42][CH3:43])[CH2:44][CH2:45][CH2:46][CH3:47])[CH2:48][CH2:49][CH3:50].[CH3:51][C:52]#[N:53].[K+:1].[S-:2][C:3]#[N:4].[S:29]([O-:30])([OH:31])(=[O:32])=[O:33]>>[S:2]=[C:3]=[N:4][CH:10]1[CH:9]([O:8][C:5]([CH3:6])=[O:7])[CH:14]([O:15][C:16]([CH3:17])=[O:18])[CH:13]([O:19][C:20]([CH3:21])=[O:22])[CH:12]([CH2:23][O:24][C:25]([CH3:26])=[O:27])[O:11]1.